Dataset: the Open Reaction Database (ORD), a public repository of structured organic reaction records. Task: describe an organic reaction: reactants, conditions, products, and yield Reactants: BrCc1cccnc1, CCOC(=O)c1ccc2c(C=O)c(C(C)C)[nH]c2c1, CCOC(C)=O, [H-], [Na+], CN(C)C=O. Yields the product CCOC(=O)c1ccc2c(C=O)c(C(C)C)n(Cc3cccnc3)c2c1. RXN SMILES: [Br:22][CH2:23][c:24]1[cH:25][n:26][cH:27][cH:28][cH:29]1.[CH2:1]([CH3:2])[O:3][C:4](=[O:5])[c:6]1[cH:7][cH:8][c:9]2[c:10]([CH:18]=[O:19])[c:11]([CH:15]([CH3:16])[CH3:17])[nH:12][c:13]2[cH:14]1.[CH3:35][CH2:36][O:37][C:38]([CH3:39])=[O:40].[H-:21].[Na+:20].[O:30]=[CH:31][N:32]([CH3:33])[CH3:34]>>[CH2:1]([CH3:2])[O:3][C:4](=[O:5])[c:6]1[cH:7][cH:8][c:9]2[c:10]([CH:18]=[O:19])[c:11]([CH:15]([CH3:16])[CH3:17])[n:12]([CH2:23][c:24]3[cH:25][n:26][cH:27][cH:28][cH:29]3)[c:13]2[cH:14]1.